From a dataset of the Open Reaction Database (ORD), a public repository of structured organic reaction records. describe an organic reaction: reactants, conditions, products, and yield Reported procedure: Ethyl 1-({4-[4-(2-aminoethyl)anilino]-1-piperidinyl}carbonyl)-4-piperidinecarboxylate formate (0.312 g, 0.696 mmol) was reacted with tert-butyl-(4-oxiranylmethoxy-phenoxy)-diphenyl-silane (0.20 g, 0.495 mmol) according to Procedure G (eluant: 20:1 chloroform-methanol) to give the title compound (0.17 g, 0.21 mmol). Reaction SMILES: C(O)=O.[NH2:4][CH2:5][CH2:6][C:7]1[CH:32]=[CH:31][C:10]([NH:11][CH:12]2[CH2:17][CH2:16][N:15]([C:18]([N:20]3[CH2:25][CH2:24][CH:23]([C:26]([O:28][CH2:29][CH3:30])=[O:27])[CH2:22][CH2:21]3)=[O:19])[CH2:14][CH2:13]2)=[CH:9][CH:8]=1.C([Si]([O:50][C:51]1[CH:56]=[CH:55][C:54]([O:57][CH2:58][CH:59]2[CH2:61][O:60]2)=[CH:53][CH:52]=1)(C1C=CC=CC=1)C1C=CC=CC=1)(C)(C)C>C(Cl)(Cl)Cl.CO>[CH2:29]([O:28][C:26]([CH:23]1[CH2:22][CH2:21][N:20]([C:18]([N:15]2[CH2:16][CH2:17][CH:12]([NH:11][C:10]3[CH:31]=[CH:32][C:7]([CH2:6][CH2:5][NH:4][CH2:61][C@H:59]([OH:60])[CH2:58][O:57][C:54]4[CH:55]=[CH:56][C:51]([OH:50])=[CH:52][CH:53]=4)=[CH:8][CH:9]=3)[CH2:13][CH2:14]2)=[O:19])[CH2:25][CH2:24]1)=[O:27])[CH3:30] |f:0.1,3.4|. Starting materials: C(=O)O.NCCC1=CC=C(NC2CCN(CC2)C(=O)N2CCC(CC2)C(=O)OCC)C=C1 (Ethyl 1-({4-[4-(2-aminoethyl)anilino]-1-piperidinyl}carbonyl)-4-piperidinecarboxylate formate), C(C)(C)(C)[Si](C1=CC=CC=C1)(C1=CC=CC=C1)OC1=CC=C(C=C1)OCC1OC1 (tert-butyl-(4-oxiranylmethoxy-phenoxy)-diphenyl-silane). Yields the product C(C)OC(=O)C1CCN(CC1)C(=O)N1CCC(CC1)NC1=CC=C(C=C1)CCNC[C@@H](COC1=CC=C(C=C1)O)O (1-[4-(4-{2-[(2S)-2-Hydroxy-3-(4-hydroxy-phenoxy)-propylamino]-ethyl}-phenylamino)-piperidine-1-carbonyl]-piperidine-4-carboxylic Acid Ethyl Ester). Solvent: C(Cl)(Cl)Cl.CO (chloroform methanol). Isolated yield 42.4%. Conditions: temperature 80 celsius, time 4 hour. The solvent is ClC(=O)OC(Cl)(Cl)Cl (trichloromethyl chloroformate). Starting materials: NC=1C=C(C=CC1OC)C1CN(CCC1)C(C(F)(F)F)=O (3-(3-amino-4-methoxyphenyl)-1-trifluoroacetyl piperidine), O1CCOCC1 (dioxane). As a reaction SMILES: [NH2:1][C:2]1[CH:3]=[C:4]([CH:10]2[CH2:15][CH2:14][CH2:13][N:12]([C:16](=[O:21])[C:17]([F:20])([F:19])[F:18])[CH2:11]2)[CH:5]=[CH:6][C:7]=1[O:8][CH3:9].[O:22]1CCOC[CH2:23]1>ClC(OC(Cl)(Cl)Cl)=O>[N:1]([C:2]1[CH:3]=[C:4]([CH:10]2[CH2:15][CH2:14][CH2:13][N:12]([C:16](=[O:21])[C:17]([F:20])([F:18])[F:19])[CH2:11]2)[CH:5]=[CH:6][C:7]=1[O:8][CH3:9])=[C:23]=[O:22]. Procedure details: 6.04 g of 3-(3-amino-4-methoxyphenyl)-1-trifluoroacetyl piperidine in 120 ml of dioxane and 2.9 ml of trichloromethyl chloroformate were mixed together and stirred for 4 hours at 80° C. Then, the mixture was evaporated to dryness under reduced pressure. The residue was chromatographed on silica and eluted with a mixture of cyclohexane and ethyl acetate (7-3) to obtain 6.4 g of crude product which was used as is for the following step. Product: N(=C=O)C=1C=C(C=CC1OC)C1CN(CCC1)C(C(F)(F)F)=O (3-(3-isocyanato-4-methoxyphenyl)-1-trifluoroacetyl-piperidine). Reactants: amine, N1CCCC1 (pyrrolidine), N1CCCCC1 (piperidine). Run in C(C)(=O)O (acetic acid), C=O (formaldehyde), C(C)(=O)O (acetic acid). Product: N1C=CC2=CC=CC=C12 (indole). Reaction SMILES: [NH:1]1[CH2:5][CH2:4][CH2:3][CH2:2]1.N1C[CH2:10][CH2:9][CH2:8][CH2:7]1>C(O)(=O)C.C=O>[NH:1]1[C:5]2[C:4](=[CH:7][CH:8]=[CH:9][CH:10]=2)[CH:3]=[CH:2]1. Reported procedure: Nitroindole AA1 was alkylated with an appropriately substituted alkyl or arylalkyl halide in the presence of a base such as cesium carbonate, potassium carbonate and the like also in the presence of a solvent such as DMF to provide a 1-substututed indole intermediate. The resulting intermediate was reacted with an amine such as pyrrolidine, piperidine and the like while dissolved in an organic acid such as glacial acetic acid in the presence of formaldehyde also in glacial acetic acid to provide... Reactants: CI, [H-], [Na+], O=C1CCC(N2C(=O)c3cscc3C2=O)C(=O)N1, CN(C)C=O, O. Yields the product CN1C(=O)CCC(N2C(=O)c3cscc3C2=O)C1=O. RXN SMILES: [CH3:21][I:22].[H-:20].[Na+:19].[O:1]=[C:2]1[NH:3][C:4](=[O:18])[CH2:5][CH2:6][CH:7]1[N:8]1[C:9](=[O:17])[c:10]2[c:11]([cH:14][s:15][cH:16]2)[C:12]1=[O:13].[O:24]=[CH:25][N:26]([CH3:27])[CH3:28].[OH2:23]>>[O:1]=[C:2]1[N:3]([CH3:21])[C:4](=[O:18])[CH2:5][CH2:6][CH:7]1[N:8]1[C:9](=[O:17])[c:10]2[c:11]([cH:14][s:15][cH:16]2)[C:12]1=[O:13]. Starting materials: CCN(CC)c1ccccc1, CCOC(C)=O, COCc1cc(N)cc(Cl)c1O, CC(C)OC(=O)Cl. Yields the product COCc1cc(NC(=O)OC(C)C)cc(Cl)c1O. As a reaction SMILES: [CH2:13]([N:14]([CH2:15][CH3:16])[c:17]1[cH:18][cH:19][cH:20][cH:21][cH:22]1)[CH3:23].[CH3:31][CH2:32][O:33][C:34](=[O:35])[CH3:36].[Cl:1][c:2]1[cH:3][c:4]([NH2:5])[cH:6][c:7]([CH2:10][O:11][CH3:12])[c:8]1[OH:9].[Cl:24][C:25](=[O:26])[O:27][CH:28]([CH3:29])[CH3:30]>>[Cl:1][c:2]1[cH:3][c:4]([NH:5][C:25](=[O:26])[O:27][CH:28]([CH3:29])[CH3:30])[cH:6][c:7]([CH2:10][O:11][CH3:12])[c:8]1[OH:9]. Reactants: CCOC(=O)C(C)N(Oc1ccccc1)[PH](=O)CC(C)=CCc1c(CC)c(C)c2c(c1OCC[Si](C)(C)C)C(=O)OC2, ClCCl, O=C(O)C(F)(F)F, c1ccncc1. Yields the product CCOC(=O)C(C)N(Oc1ccccc1)[PH](=O)CC(C)=CCc1c(O)c2c(c(C)c1CC)COC2=O. Reaction SMILES: [CH2:1]([CH3:2])[O:3][C:4]([CH:5]([CH3:6])[N:7]([PH:8](=[O:9])[CH2:10][C:11](=[CH:12][CH2:13][c:14]1[c:15]([O:27][CH2:28][CH2:29][Si:30]([CH3:31])([CH3:32])[CH3:33])[c:16]2[c:20]([c:21]([CH3:25])[c:22]1[CH2:23][CH3:24])[CH2:19][O:18][C:17]2=[O:26])[CH3:34])[O:35][c:36]1[cH:37][cH:38][cH:39][cH:40][cH:41]1)=[O:42].[Cl:56][CH2:57][Cl:58].[F:49][C:50]([F:51])([F:52])[C:53]([OH:54])=[O:55].[cH:43]1[cH:44][cH:45][n:46][cH:47][cH:48]1>>[CH2:1]([CH3:2])[O:3][C:4]([CH:5]([CH3:6])[N:7]([PH:8](=[O:9])[CH2:10][C:11](=[CH:12][CH2:13][c:14]1[c:15]([OH:27])[c:16]2[c:20]([c:21]([CH3:25])[c:22]1[CH2:23][CH3:24])[CH2:19][O:18][C:17]2=[O:26])[CH3:34])[O:35][c:36]1[cH:37][cH:38][cH:39][cH:40][cH:41]1)=[O:42]. The reactants are CC1(C)OCc2cc(C(O)CBr)ccc2O1, CC[Si](Cl)(CC)CC, CCCCCC, CN(C)C=O, c1c[nH]cn1. Product: CC[Si](CC)(CC)OC(CBr)c1ccc2c(c1)COC(C)(C)O2. Reaction SMILES: [Br:9][CH2:10][CH:11]([OH:12])[c:13]1[cH:14][c:15]2[c:16]([cH:23][cH:24]1)[O:17][C:18]([CH3:21])([CH3:22])[O:19][CH2:20]2.[CH2:1]([CH3:2])[Si:3]([CH2:4][CH3:5])([CH2:6][CH3:7])[Cl:8].[CH3:30][CH2:31][CH2:32][CH2:33][CH2:34][CH3:35].[O:36]=[CH:37][N:38]([CH3:39])[CH3:40].[nH:25]1[cH:26][cH:27][n:28][cH:29]1>>[CH2:1]([CH3:2])[Si:3]([CH2:4][CH3:5])([CH2:6][CH3:7])[O:12][CH:11]([CH2:10][Br:9])[c:13]1[cH:14][c:15]2[c:16]([cH:23][cH:24]1)[O:17][C:18]([CH3:21])([CH3:22])[O:19][CH2:20]2. RXN SMILES: [CH3:20][CH2:21][OH:22].[Cl:2][c:3]1[n:4][c:5]([CH:17]2[CH2:18][CH2:19]2)[n:6][c:7]([CH:10]([O:11][CH2:12][CH3:13])[O:14][CH2:15][CH3:16])[c:8]1[Cl:9].[NH3:1]>>[NH2:1][c:3]1[n:4][c:5]([CH:17]2[CH2:18][CH2:19]2)[n:6][c:7]([CH:10]([O:11][CH2:12][CH3:13])[O:14][CH2:15][CH3:16])[c:8]1[Cl:9]. Yields the product CCOC(OCC)c1nc(C2CC2)nc(N)c1Cl. The reactants are CCO, CCOC(OCC)c1nc(C2CC2)nc(Cl)c1Cl, N. The reactants are CCO, N#CBr, CCCNCc1cc(S(=O)c2cccc(NS(=O)(=O)c3ccccc3)c2)ccc1N. The product is CCCN1Cc2cc(S(=O)c3cccc(NS(=O)(=O)c4ccccc4)c3)ccc2N=C1N. RXN SMILES: [CH3:34][CH2:35][OH:36].[N:31]#[C:32][Br:33].[NH2:1][c:2]1[c:3]([CH2:26][NH:27][CH2:28][CH2:29][CH3:30])[cH:4][c:5]([S:8](=[O:9])[c:10]2[cH:11][c:12]([NH:16][S:17](=[O:18])(=[O:19])[c:20]3[cH:21][cH:22][cH:23][cH:24][cH:25]3)[cH:13][cH:14][cH:15]2)[cH:6][cH:7]1>>[N:1]1=[C:32]([NH2:31])[N:27]([CH2:28][CH2:29][CH3:30])[CH2:26][c:3]2[c:2]1[cH:7][cH:6][c:5]([S:8](=[O:9])[c:10]1[cH:11][c:12]([NH:16][S:17](=[O:18])(=[O:19])[c:20]3[cH:21][cH:22][cH:23][cH:24][cH:25]3)[cH:13][cH:14][cH:15]1)[cH:4]2.